Dataset: the Open Reaction Database (ORD), a public repository of structured organic reaction records. Task: describe an organic reaction: reactants, conditions, products, and yield Starting materials: [Cl-].[Cl-].[Cl-].[Al+3] (aluminum trichloride), BrC=1C=CC(=C(C(=O)Cl)C1)Cl (5-bromo-2-chlorobenzoyl chloride), C1(=CC=CC=C1)OC (anisole), Cl (hydrochloric acid). Run in C(Cl)Cl (methylene chloride), C(C)O (ethanol), C(Cl)Cl (methylene chloride). Reaction conditions: time 20 minute. Yields the product BrC=1C=CC(=C(C1)C(=O)C1=CC=C(C=C1)OC)Cl ((5-bromo-2-chlorophenyl)(4-methoxyphenyl)methanone). Yield: 71.0%. RXN SMILES: [Cl-].[Cl-].[Cl-].[Al+3].[C:5]1([O:11][CH3:12])[CH:10]=[CH:9][CH:8]=[CH:7][CH:6]=1.[Br:13][C:14]1[CH:15]=[CH:16][C:17]([Cl:23])=[C:18]([CH:22]=1)[C:19](Cl)=[O:20].Cl>C(Cl)Cl.C(O)C>[Br:13][C:14]1[CH:15]=[CH:16][C:17]([Cl:23])=[C:18]([C:19]([C:8]2[CH:9]=[CH:10][C:5]([O:11][CH3:12])=[CH:6][CH:7]=2)=[O:20])[CH:22]=1 |f:0.1.2.3|. Procedure: Anhydrous aluminum trichloride (155 g, 1.16 mol) was suspended in methylene chloride (2050 mL) under a nitrogen protection. To the resulting mixture was added anisole (125 mL, 1.15 mol) in one batch at −5° C. After stirring for 20 mins, to the mixture was added dropwise a solution of 5-bromo-2-chlorobenzoyl chloride in methylene chloride (300 mL). The resulting mixture was reacted at −5° C. for 3 h. TLC indicated the completion of reaction. To the reaction mixture was poured 2N hydrochloric acid... The reactants are C(#N)CCC1OC2=C(CC1)C=CC=C2 (2-cyanoethyl-3,4-dihydro-2H-1-benzopyran), [N+](=O)([O-])[O-].[Na+] (sodium nitrate), ice water. Solvent: FC(C(=O)O)(F)F (trifluoroacetic acid). Yields the product C(#N)CCC1OC2=C(CC1)C=C(C=C2)[N+](=O)[O-] (2-Cyanoethyl-6-nitro-3,4-dihydro-2H-1-benzopyran). As a reaction SMILES: [C:1]([CH2:3][CH2:4][CH:5]1[CH2:10][CH2:9][C:8]2[CH:11]=[CH:12][CH:13]=[CH:14][C:7]=2[O:6]1)#[N:2].[N+:15]([O-])([O-:17])=[O:16].[Na+]>FC(F)(F)C(O)=O>[C:1]([CH2:3][CH2:4][CH:5]1[CH2:10][CH2:9][C:8]2[CH:11]=[C:12]([N+:15]([O-:17])=[O:16])[CH:13]=[CH:14][C:7]=2[O:6]1)#[N:2] |f:1.2|. Reported procedure: A solution of 7.7 g (41 mmol) of 2-cyanoethyl-3,4-dihydro-2H-1-benzopyran in 150 ml of trifluoroacetic acid is reacted for 15 min with 10.5 g (123 mmol) of sodium nitrate, and then the mixture is poured into ice water and the product is extracted with dichloromethane. The organic phase is then dried over sodium sulfate and concentrated under reduced pressure. By chromatography of the residue on a silica column using cyclohexane containing 30% ethyl acetate, 4.5 g of product are obtained. Starting materials: N1C=NC=C1 (imidazole), C([O-])([O-])=O.[Cs+].[Cs+] (cesium carbonate), BrCC1=C(OC2=CC=CC3=CC=CC=C23)C=CC(=C1)Cl (1-(2-bromomethyl-4-chlorophenoxy)naphthalene). The solvent is C(C)#N (acetonitrile). Yields the product ClC=1C=CC(=C(CN2C=NC=C2)C1)OC1=CC=CC2=CC=CC=C12 (1-[5-chloro-2-(1-naphthyloxy)benzyl]-1H-imidazole). Yield: 70.1%. Reaction SMILES: Br[CH2:2][C:3]1[CH:19]=[C:18]([Cl:20])[CH:17]=[CH:16][C:4]=1[O:5][C:6]1[C:15]2[C:10](=[CH:11][CH:12]=[CH:13][CH:14]=2)[CH:9]=[CH:8][CH:7]=1.[NH:21]1[CH:25]=[CH:24][N:23]=[CH:22]1.C(=O)([O-])[O-].[Cs+].[Cs+]>C(#N)C>[Cl:20][C:18]1[CH:17]=[CH:16][C:4]([O:5][C:6]2[C:15]3[C:10](=[CH:11][CH:12]=[CH:13][CH:14]=3)[CH:9]=[CH:8][CH:7]=2)=[C:3]([CH:19]=1)[CH2:2][N:21]1[CH:25]=[CH:24][N:23]=[CH:22]1 |f:2.3.4|. Procedure details: 1-(2-Bromomethyl-4-chlorophenoxy)naphthalene (400 mg) from Example 3 was dissolved in acetonitrile (20 ml), followed by addition of imidazole (235 mg) and cesium carbonate (1.1 g) under reflux for 10 minutes. After leaving the solution to stand at room temperature, the solvent was removed under reduced pressure. The residue was purified by chromatography on a silica gel column (methylene chloride:methanol=99:1) to give the title compound (270 mg; 70%). The purity of the compound was determined b... The reactants are Cl (Hydrogen chloride), BrC1=NC=CC=C1 (2-bromopyridine), solution, C(CCC)[Li] (butyllithium), CCCCCC (hexane), [BH4-].[Na+] (sodium borohydride), ClC1=CC=C(C=C1)C1(CCC1)C#N (1-(4-chlorophenyl)cyclobutanecarbonitrile). Solvent: O (Water), CCOCC (ether), CCOCC (ether), CCOCC (ether), CC(C)O (propan-2-ol), CCOCC (ether). Conditions: temperature -78 celsius, time 1 hour. Product: Cl.Cl.ClC1=CC=C(C=C1)C1(CCC1)NCC1=NC=CC=C1 ([1-(4-chlorophenyl)cyclobutyl](pyrid-2-yl)methylamine dihydrochloride). Reaction SMILES: Br[C:2]1[CH:7]=[CH:6][CH:5]=[CH:4][N:3]=1.[CH2:8]([Li])[CH2:9][CH2:10][CH3:11].[Cl:13]C1C=CC(C2([C:24]#[N:25])CCC2)=CC=1.[BH4-].[Na+].[ClH:28].[CH3:29][CH2:30][CH2:31][CH2:32][CH2:33][CH3:34]>CCOCC.CC(O)C.O>[ClH:13].[ClH:28].[Cl:28][C:31]1[CH:30]=[CH:29][C:34]([C:11]2([NH:25][CH2:24][C:2]3[CH:7]=[CH:6][CH:5]=[CH:4][N:3]=3)[CH2:10][CH2:9][CH2:8]2)=[CH:33][CH:32]=1 |f:3.4,10.11.12|. Reported procedure: A solution of 2-bromopyridine (12.3 g) in dry ether (80 ml) was added to a 1.55M solution of butyllithium in hexane (30 ml) at -78° C. The mixture was stirred at -78° C. for one hour and a solution of 1-(4-chlorophenyl)cyclobutanecarbonitrile (8 g) in ether (8 ml) added and the temperature of the mixture was allowed to rise to ambient. After one hour a solution of sodium borohydride (3 g) in dry diethyleneglycoldimethyl ether (130 ml) was added and the mixture heated at 95° C. for two hours. Wat... The reactants are [N+](=O)(O)[O-] (nitric acid), ClC=1C(=NC=C(C1)C(F)(F)F)C1=CC=C(C=C1)Cl (3-chloro-2-(4-chloro-phenyl)-5-trifluoromethylpyridine), ice water. The solvent is S(O)(O)(=O)=O (sulfuric acid). Yields the product ClC=1C(=NC=C(C1)C(F)(F)F)C1=CC(=C(C=C1)Cl)[N+](=O)[O-] (3-Chloro-2-(4-chloro-3-nitrophenyl)-5-trifluoromethylpyridine). Reaction SMILES: [N+:1]([O-:4])(O)=[O:2].[Cl:5][C:6]1[C:7]([C:16]2[CH:21]=[CH:20][C:19]([Cl:22])=[CH:18][CH:17]=2)=[N:8][CH:9]=[C:10]([C:12]([F:15])([F:14])[F:13])[CH:11]=1>S(=O)(=O)(O)O>[Cl:5][C:6]1[C:7]([C:16]2[CH:21]=[CH:20][C:19]([Cl:22])=[C:18]([N+:1]([O-:4])=[O:2])[CH:17]=2)=[N:8][CH:9]=[C:10]([C:12]([F:14])([F:15])[F:13])[CH:11]=1. Reported procedure: 3.6 g (57 mmol) of concentrated nitric acid were added dropwise to a mixture of 11.1 g (38.0 mmol) of 3-chloro-2-(4-chloro-phenyl)-5-trifluoromethylpyridine in 50 ml of concentrated sulfuric acid while stirring and cooling in ice at 0°-5° C. The mixture was stirred at this temperature for two hours and then poured into 500 ml of ice-water. The product was extracted three times with 150 ml of ethyl acetate each time. The combined organic phases were washed twice with a little water, dried over so... The reactants are C[O-].C[O-].[Mg+2] (magnesium methylate), C1(=CC=CC=C1)O (phenol). Solvent: CCCCCCC (n-heptane), CCCCCCC (n-heptane). The product is C1(=CC=CC=C1)[O-].[Mg+2].C1(=CC=CC=C1)[O-] (magnesium phenolate). Isolated yield 93.7%. As a reaction SMILES: C[O-].C[O-].[Mg+2:5].[C:6]1([OH:12])[CH:11]=[CH:10][CH:9]=[CH:8][CH:7]=1>CCCCCCC>[C:6]1([O-:12])[CH:11]=[CH:10][CH:9]=[CH:8][CH:7]=1.[Mg+2:5].[C:6]1([O-:12])[CH:11]=[CH:10][CH:9]=[CH:8][CH:7]=1 |f:0.1.2,5.6.7|. Procedure details: A mixture of 48.5 g of this magnesium methylate and 105 g of phenol was suspended in 150 ml of n-heptane. The suspension was heated to reflux n-heptane at 98° C. for 10 hours, then cooled, and evaporated in a rotary evaporator to remove n-heptane and methanol, thereby giving 110 g of magnesium phenolate. The reactants are CN=C=O, CS(C)=O, O=c1[nH]cc(F)c(=O)[nH]1. Yields the product CNC(=O)n1cc(F)c(=O)[nH]c1=O. RXN SMILES: [CH3:10][N:11]=[C:12]=[O:13].[CH3:14][S:15](=[O:16])[CH3:17].[F:1][c:2]1[c:3](=[O:9])[nH:4][c:5](=[O:8])[nH:6][cH:7]1>>[F:1][c:2]1[c:3](=[O:9])[nH:4][c:5](=[O:8])[n:6]([C:12]([NH:11][CH3:10])=[O:13])[cH:7]1. The reactants are C(C1=CC=CC=C1)(=O)C1=C2C(CC2)=CC=C1 (4-Benzoylbenzocyclobutene), [BH4-].[Na+] (sodium borohydride), C(C)O (ethanol). Product: C1=CC2=C1C=CC(=C2)C2(CO)CC=CC=C2 (1-(4-Benzocyclobutenyl)benzyl alcohol). As a reaction SMILES: [C:1]([C:9]1C=[CH:15][CH:14]=[C:11]2[CH2:12][CH2:13][C:10]=12)(=O)[C:2]1[CH:7]=[CH:6][CH:5]=[CH:4][CH:3]=1.[BH4-].[Na+].[CH2:19]([OH:21])C>>[CH:12]1[C:11]2[CH:14]=[CH:15][C:1]([C:2]3([CH:3]=[CH:4][CH:5]=[CH:6][CH2:7]3)[CH2:19][OH:21])=[CH:9][C:10]=2[CH:13]=1 |f:1.2|. Procedure details: 4-Benzoylbenzocyclobutene is reduced with sodium borohydride in 2 mL ethanol. 1-(4-Benzocyclobutenyl)benzyl alcohol is obtained. Reactants: CCOC(=O)COc1cc(C(C)C)ccc1CCNS(=O)(=O)c1cc(C=NC(=O)OC(N)OC(=O)C(C)(C)C)ccc1OCc1ccccc1, C1CCOC1. Product: CCOC(=O)COc1cc(C(C)C)ccc1CCNS(=O)(=O)c1cc(C=NC(=O)OC(N)OC(=O)C(C)(C)C)ccc1O. RXN SMILES: [CH3:1][C:2]([C:3](=[O:4])[O:5][CH:6]([O:7][C:8]([N:9]=[CH:10][c:11]1[cH:12][c:13]([S:25]([NH:26][CH2:27][CH2:28][c:29]2[c:30]([O:38][CH2:39][C:40](=[O:41])[O:42][CH2:43][CH3:44])[cH:31][c:32]([CH:35]([CH3:36])[CH3:37])[cH:33][cH:34]2)(=[O:45])=[O:46])[c:14]([O:17][CH2:18][c:19]2[cH:20][cH:21][cH:22][cH:23][cH:24]2)[cH:15][cH:16]1)=[O:47])[NH2:48])([CH3:49])[CH3:50].[O:51]1[CH2:52][CH2:53][CH2:54][CH2:55]1>>[CH3:1][C:2]([C:3](=[O:4])[O:5][CH:6]([O:7][C:8]([N:9]=[CH:10][c:11]1[cH:12][c:13]([S:25]([NH:26][CH2:27][CH2:28][c:29]2[c:30]([O:38][CH2:39][C:40](=[O:41])[O:42][CH2:43][CH3:44])[cH:31][c:32]([CH:35]([CH3:36])[CH3:37])[cH:33][cH:34]2)(=[O:45])=[O:46])[c:14]([OH:17])[cH:15][cH:16]1)=[O:47])[NH2:48])([CH3:49])[CH3:50].